The task is: describe an organic reaction: reactants, conditions, products, and yield. This data is from the Open Reaction Database (ORD), a public repository of structured organic reaction records. The reactants are CC(=O)OC(C)=O, CCOc1ccc(-c2cc(Cl)nc(N)n2)cc1, O. The product is CCOc1ccc(-c2cc(Cl)nc(NC=O)n2)cc1. As a reaction SMILES: [CH3:18][C:19](=[O:20])[O:21][C:22](=[O:23])[CH3:24].[Cl:1][c:2]1[n:3][c:4]([NH2:17])[n:5][c:6](-[c:8]2[cH:9][cH:10][c:11]([O:14][CH2:15][CH3:16])[cH:12][cH:13]2)[cH:7]1.[OH2:25]>>[Cl:1][c:2]1[n:3][c:4]([NH:17][CH:19]=[O:20])[n:5][c:6](-[c:8]2[cH:9][cH:10][c:11]([O:14][CH2:15][CH3:16])[cH:12][cH:13]2)[cH:7]1. Starting materials: ClC1=NC(=NC2=CC=CC=C12)C1=CC=CC=C1 (4-Chloro-2-phenylquinazoline), C([O-])([O-])=O.[K+].[K+] (potassium carbonate). The solvent is C(C)(C)O (isopropanol). The product is C1(=CC=CC=C1)C1=NC2=CC=CC=C2C(=N1)NC1=CC(=CC=C1)OC (2-Phenyl-4-(3-methoxyanilinyl)quinazoline). RXN SMILES: Cl[C:2]1[C:11]2[C:6](=[CH:7][CH:8]=[CH:9][CH:10]=2)[N:5]=[C:4]([C:12]2[CH:17]=[CH:16][CH:15]=[CH:14][CH:13]=2)[N:3]=1.[C:18](=[O:21])([O-])[O-].[K+].[K+]>C(O)(C)C>[C:12]1([C:4]2[N:3]=[C:2]([NH:5][C:6]3[CH:11]=[CH:10][CH:9]=[C:8]([O:21][CH3:18])[CH:7]=3)[C:11]3[C:6](=[CH:7][CH:8]=[CH:9][CH:10]=3)[N:5]=2)[CH:17]=[CH:16][CH:15]=[CH:14][CH:13]=1 |f:1.2.3|. Procedure: 4-Chloro-2-phenylquinazoline, 2 equivalents, 3-methoxyanilinyl, 2 equivalents, and potassium carbonate, 2 equivalents, were dissolved in 10 mL isopropanol and refluxed for 2 hours. The precipitated product formed was filtered and washed with water. Recrystallization from methanol provided the product as a white solid that was found to be homogenous by thin layer chromatography (TLC) and confirmed by EIMS. Reactants: ClC1=CC=C(S1)S(=O)(=O)N(C1=NN(C2=CC(=CC(=C12)OC)F)CC1=CC(=CC=C1)C#N)S(=O)(=O)C=1SC(=CC1)Cl (5-chloro-N-[(5-chloro-2-thienyl)sulfonyl]-N-[1-[(3-cyanophenyl)methyl]-6-fluoro-4-(methyloxy)-1H-indazol-3-yl]-2-thiophenesulfonamide), [OH-].[Na+] (NaOH), Cl (HCl), ClC1=CC=C(S1)S(=O)(=O)N(C1=NN(C2=CC(=CC(=C12)OC)F)CC1=CC(=CC=C1)C#N)S(=O)(=O)C=1SC(=CC1)Cl (5-chloro-N-[(5-chloro-2-thienyl)sulfonyl]-N-[1-[(3-cyanophenyl)methyl]-6-fluoro-4-(methyloxy)-1H-indazol-3-yl]-2-thiophenesulfonamide), [OH-].[Na+] (NaOH), CO (methanol). Run at temperature 60 celsius. Yields the product ClC1=CC=C(S1)S(=O)(=O)NC1=NN(C2=CC(=CC(=C12)OC)F)CC=1C=C(C(=O)O)C=CC1 (3-{[3-{[(5-chloro-2-thienyl)sulfonyl]amino}-6-fluoro-4-(methyloxy)-1H-indazol-1-yl]methyl}benzoic acid). The yield is 65.0%. RXN SMILES: [Cl:1][C:2]1[S:6][C:5]([S:7]([N:10](S(C2SC(Cl)=CC=2)(=O)=O)[C:11]2[C:19]3[C:14](=[CH:15][C:16]([F:22])=[CH:17][C:18]=3[O:20][CH3:21])[N:13]([CH2:23][C:24]3[CH:29]=[CH:28][CH:27]=[C:26]([C:30]#N)[CH:25]=3)[N:12]=2)(=[O:9])=[O:8])=[CH:4][CH:3]=1.[OH-:41].[Na+].Cl.C[OH:45]>>[Cl:1][C:2]1[S:6][C:5]([S:7]([NH:10][C:11]2[C:19]3[C:14](=[CH:15][C:16]([F:22])=[CH:17][C:18]=3[O:20][CH3:21])[N:13]([CH2:23][C:24]3[CH:25]=[C:26]([CH:27]=[CH:28][CH:29]=3)[C:30]([OH:45])=[O:41])[N:12]=2)(=[O:9])=[O:8])=[CH:4][CH:3]=1 |f:1.2|. Procedure details: A solution of 5-chloro-N-[(5-chloro-2-thienyl)sulfonyl]-N-[1-[(3-cyanophenyl)methyl]-6-fluoro-4-(methyloxy)-1H-indazol-3-yl]-2-thiophenesulfonamide (for a preparation see Intermediate 53) (53 mg, 0.08 mmol) in methanol (10 mL) was treated with 2M NaOH solution (1 mL) was heated to 60° C. under nitrogen overnight. More 2M NaOH solution (0.5 mL) was added and the mixture was heated to 71° C. over the weekend. The mixture was allowed to cool to RT and then treated with 2M HCl solution to pH 0. The ... Starting materials: ClC1=C2C=CC=NC2=C(C(=C1)C(C)=O)C1=C(C=CC=C1)F (1-[5-chloro-8-(2-fluorophenyl)quinolin-7-yl]ethanone), [BH4-].[Na+] (sodium tetrahydroborate). The solvent is CO (methanol). Run at time 1 hour. The product is ClC1=C2C=CC=NC2=C(C(=C1)C(C)O)C1=C(C=CC=C1)F (1-[5-chloro-8-(2-fluorophenyl)quinolin-7-yl]ethanol). As a reaction SMILES: [Cl:1][C:2]1[CH:11]=[C:10]([C:12](=[O:14])[CH3:13])[C:9]([C:15]2[CH:20]=[CH:19][CH:18]=[CH:17][C:16]=2[F:21])=[C:8]2[C:3]=1[CH:4]=[CH:5][CH:6]=[N:7]2.[BH4-].[Na+]>CO>[Cl:1][C:2]1[CH:11]=[C:10]([CH:12]([OH:14])[CH3:13])[C:9]([C:15]2[CH:20]=[CH:19][CH:18]=[CH:17][C:16]=2[F:21])=[C:8]2[C:3]=1[CH:4]=[CH:5][CH:6]=[N:7]2 |f:1.2|. Procedure: To a mixture of 1-[5-chloro-8-(2-fluorophenyl)quinolin-7-yl]ethanone (0.032 g, 0.11 mmol) in methanol (0.3 mL) was added sodium tetrahydroborate (0.0040 g, 0.11 mmol). The reaction was stirred at room temperature for 1 hour, quenched with saturated sodium bicarbonate and extracted with ethyl acetate. The combined organic layers were washed with brine, dried over magnesium sulfate, and then concentrated to dryness under reduced pressure. The resulting residue was used in next step (33 mg, 100%). ... Starting materials: ClCCl, O=C(O)C(F)(F)F, CC(C)(C)OC(=O)N1CCN(c2nc3ccc(CO)cc3s2)CC1. The product is OCc1ccc2nc(N3CCNCC3)sc2c1. Reaction SMILES: [Cl:32][CH2:33][Cl:34].[F:25][C:26]([F:27])([F:28])[C:29]([OH:30])=[O:31].[OH:1][CH2:2][c:3]1[cH:4][c:5]2[c:6]([n:7][c:8]([N:10]3[CH2:11][CH2:12][N:13]([C:16]([O:17][C:18]([CH3:19])([CH3:20])[CH3:21])=[O:22])[CH2:14][CH2:15]3)[s:9]2)[cH:23][cH:24]1>>[OH:1][CH2:2][c:3]1[cH:4][c:5]2[c:6]([n:7][c:8]([N:10]3[CH2:11][CH2:12][NH:13][CH2:14][CH2:15]3)[s:9]2)[cH:23][cH:24]1. Starting materials: [N-]=[N+]=[N-].C(CCC)[N+](CCCC)(CCCC)CCCC (tetrabutylammonium azide), C(C)(C)[C@H]1C(O[C@@H](C1)[C@@H](C[C@@H](C(C)C)C(=O)N1C(OC[C@@H]1CC1=CC=CC=C1)=O)Br)=O (3(S)-isopropyl-5(S)-{1(R)-bromo-4-methyl-3(S)-[(4(S)-benzyloxazolidin-2-on-3-yl)-carbonyl]-pentyl}-tetrahydrofuran-2-one), [N-]=[N+]=[N-] (azide). Run in C1(=CC=CC=C1)C (toluene). Product: C(C)(C)[C@H]1C(O[C@@H](C1)[C@H](C[C@@H](C(C)C)C(=O)N1C(OC[C@@H]1CC1=CC=CC=C1)=O)N=[N+]=[N-])=O (3(S)-Isopropyl-5(S)-{1(S)-azido-4-methyl-3(S)-[(4(S)-benzyl-oxazolidin-2-on-3-yl)-carbonyl]-pentyl}-tetrahydrofuran-2-one). Reaction SMILES: [N-:1]=[N+:2]=[N-:3].C([N+](CCCC)(CCCC)CCCC)CCC.[CH:21]([C@@H:24]1[CH2:28][C@@H:27]([C@H:29](Br)[CH2:30][C@H:31]([C:35]([N:37]2[C@@H:41]([CH2:42][C:43]3[CH:48]=[CH:47][CH:46]=[CH:45][CH:44]=3)[CH2:40][O:39][C:38]2=[O:49])=[O:36])[CH:32]([CH3:34])[CH3:33])[O:26][C:25]1=[O:51])([CH3:23])[CH3:22].[N-]=[N+]=[N-]>C1(C)C=CC=CC=1>[CH:21]([C@@H:24]1[CH2:28][C@@H:27]([C@@H:29]([N:1]=[N+:2]=[N-:3])[CH2:30][C@H:31]([C:35]([N:37]2[C@@H:41]([CH2:42][C:43]3[CH:48]=[CH:47][CH:46]=[CH:45][CH:44]=3)[CH2:40][O:39][C:38]2=[O:49])=[O:36])[CH:32]([CH3:34])[CH3:33])[O:26][C:25]1=[O:51])([CH3:22])[CH3:23] |f:0.1|. Procedure details: 13.6 g of freshly dried tetrabutylammonium azide are added to a solution, stirred at room temperature, of 17.8 g of 3(S)-isopropyl-5(S)-{1(R)-bromo-4-methyl-3(S)-[(4(S)-benzyloxazolidin-2-on-3-yl)-carbonyl]-pentyl}-tetrahydrofuran-2-one in 180 ml of toluene, and a further 10 g of the azide are added in the course of 160 hours' stirring at room temperature. The reaction mixture is then partitioned between ethyl acetate and water (2x) and saturated sodium chloride solution (1x). The organic phases... Yields the product FC1=C(C=O)C=CC=C1 (2-fluorobenzaldehyde). Solvent: O1CCCC1 (tetrahydrofuran), O1CCCC1 (tetrahydrofuran), O1CCCC1 (tetrahydrofuran). Reaction SMILES: C(NC(C)C)(C)C.C([Li])CCC.ClC1C=CC=CC=1N1C(=O)C2C(=CC=C(F)C=2)N=C1C.C[C:34]1[C:35]([F:42])=[C:36]([CH:39]=[CH:40][CH:41]=1)[CH:37]=[O:38]>O1CCCC1>[F:42][C:35]1[CH:34]=[CH:41][CH:40]=[CH:39][C:36]=1[CH:37]=[O:38]. Starting materials: ClC1=C(C=CC=C1)N1C(=NC2=CC=C(C=C2C1=O)F)C (3-(2-chloro-phenyl)-6-fluoro-2-methyl-3H-quinazolin-4-one), CC=1C(=C(C=O)C=CC1)F (methyl 2-fluorobenzaldehyde), C(C)(C)NC(C)C (diisopropylamine), C(CCC)[Li] (butyllithium). Procedure: A solution of diisopropylamine (0.60 mL, 4.57 mmol) in tetrahydrofuran (27 mL) was chilled to -78° C. and butyllithium (1.30 mL, 3.25 mmol, 2.5 N in hexanes) was added dropwise. The solution was stirred 10 minutes and then a solution 3-(2-chloro-phenyl)-6-fluoro-2-methyl-3H-quinazolin-4-one (1.04 g, 3.60 mmol) in tetrahydrofuran (7 mL) was added dropwise. The solution became intense red and was stirred 30 minutes. In a separate vessel a solution of 2-fluorobenzaldehyde (0.575 mL, 6.33 mmol) in t... Conditions: temperature -78 celsius, time 10 minute.